From a dataset of the Open Reaction Database (ORD), a public repository of structured organic reaction records. describe an organic reaction: reactants, conditions, products, and yield The reactants are CC(C)(C)OC(=O)N1CCC(OCC(N)=O)CC1, COCCOC, COc1ccc(P2(=S)SP(=S)(c3ccc(OC)cc3)S2)cc1. Product: CC(C)(C)OC(=O)N1CCC(OCC(N)=S)CC1. RXN SMILES: [C:1]([CH3:2])([CH3:3])([CH3:4])[O:5][C:6](=[O:7])[N:8]1[CH2:9][CH2:10][CH:11]([O:14][CH2:15][C:16]([NH2:17])=[O:18])[CH2:12][CH2:13]1.[CH2:41]([CH2:42][O:43][CH3:44])[O:45][CH3:46].[CH3:19][O:20][c:21]1[cH:22][cH:23][c:24]([P:25]2(=[S:28])[S:26][P:27]([c:29]3[cH:30][cH:31][c:32]([O:33][CH3:34])[cH:35][cH:36]3)(=[S:37])[S:38]2)[cH:39][cH:40]1>>[C:1]([CH3:2])([CH3:3])([CH3:4])[O:5][C:6](=[O:7])[N:8]1[CH2:9][CH2:10][CH:11]([O:14][CH2:15][C:16]([NH2:17])=[S:28])[CH2:12][CH2:13]1. Starting materials: [H-].[H-].[H-].[H-].[Li+].[Al+3] (LAH), C(CCC)C1CN(CCC1=NO)CCC1=CC=CC=C1 (3-Butyl-1-phenethyl-piperidine-4-one oxime), C(=O)(O)[O-].[Na+] (NaHCO3). Solvent: C1CCOC1 (THF). Reaction conditions: time 24 hour. Yields the product C(CCC)C1CN(CCC1N)CCC1=CC=CC=C1 (3-Butyl-1-phenethyl-piperidine-4-ylamine). RXN SMILES: [CH2:1]([CH:5]1[C:10](=[N:11]O)[CH2:9][CH2:8][N:7]([CH2:13][CH2:14][C:15]2[CH:20]=[CH:19][CH:18]=[CH:17][CH:16]=2)[CH2:6]1)[CH2:2][CH2:3][CH3:4].[H-].[H-].[H-].[H-].[Li+].[Al+3].C([O-])(O)=O.[Na+]>C1COCC1>[CH2:1]([CH:5]1[CH:10]([NH2:11])[CH2:9][CH2:8][N:7]([CH2:13][CH2:14][C:15]2[CH:20]=[CH:19][CH:18]=[CH:17][CH:16]=2)[CH2:6]1)[CH2:2][CH2:3][CH3:4] |f:1.2.3.4.5.6,7.8|. Procedure details: 3-Butyl-1-phenethyl-piperidine-4-one oxime (218 mg) was dissolved in THF (10 ml) and LAH (261 mg) was added in one portion. The suspension was then allowed to stir at RT for 24 hours. The reaction mixture was carefully pipetted onto 5% aq. NaHCO3 solution and the aqueous layer was extracted with DCM. The organic layer was washed with brine, dried (MgSO4) and evaporated to give a colorless oil. This was purified by flash chromatography (gradient of MeOH in DCM containing 1% NH4OH) to give the pro... The reactants are BrC1=CSC=2CN(CC(OC21)C)C(=O)OC(C)(C)C (tert-butyl 8-bromo-2-methyl-2,3-dihydrothieno[2,3-f][1,4]oxazepine-4(5H)-carboxylate), C(=C)(C)B1OC(C)(C)C(C)(C)O1 (isopropenylboronic acid pinacol ester), C([O-])([O-])=O.[K+].[K+] (potassium carbonate), O (water). The reagents and catalysts are Cl[Pd]([P](C1=CC=CC=C1)(C2=CC=CC=C2)C3=CC=CC=C3)([P](C4=CC=CC=C4)(C5=CC=CC=C5)C6=CC=CC=C6)Cl (dichlorobis(triphenylphosphine)palladium). Run in COCCOC.O (DME water). Yields the product CC1OC2=C(CN(C1)C(=O)OC(C)(C)C)SC=C2C(=C)C (tert-butyl 2-methyl-8-(1-methylethenyl)-2,3-dihydrothieno[2,3-f][1,4]oxazepine-4(5H)-carboxylate). Isolated yield 74.0%. As a reaction SMILES: Br[C:2]1[C:11]2[O:10][CH:9]([CH3:12])[CH2:8][N:7]([C:13]([O:15][C:16]([CH3:19])([CH3:18])[CH3:17])=[O:14])[CH2:6][C:5]=2[S:4][CH:3]=1.[C:20](B1OC(C)(C)C(C)(C)O1)([CH3:22])=[CH2:21].C(=O)([O-])[O-].[K+].[K+].O>COCCOC.O.Cl[Pd](Cl)([P](C1C=CC=CC=1)(C1C=CC=CC=1)C1C=CC=CC=1)[P](C1C=CC=CC=1)(C1C=CC=CC=1)C1C=CC=CC=1>[CH3:12][CH:9]1[CH2:8][N:7]([C:13]([O:15][C:16]([CH3:19])([CH3:18])[CH3:17])=[O:14])[CH2:6][C:5]2[S:4][CH:3]=[C:2]([C:20]([CH3:22])=[CH2:21])[C:11]=2[O:10]1 |f:2.3.4,6.7,^1:48,67|. Reported procedure: A mixed solution of tert-butyl 8-bromo-2-methyl-2,3-dihydrothieno[2,3-f][1,4]oxazepine-4(5H)-carboxylate (418 mg) obtained in Example 6, steps 1-6, isopropenylboronic acid pinacol ester (0.293 ml), dichlorobis(triphenylphosphine)palladium (42 mg) and potassium carbonate (498 mg) in DME-water (1:1, 10 mL) was stirred at 85° C. for 1 hr under a nitrogen stream. The reaction solution was cooled to room temperature, water was added, and the mixture was extracted with ethyl acetate. The extract was w...